Dataset: the Open Reaction Database (ORD), a public repository of structured organic reaction records. Task: describe an organic reaction: reactants, conditions, products, and yield The reactants are COC(=O)c1sccc1NC(=O)c1ccc(N2CCCC2)cc1OC1CCN(C(=O)OC(C)(C)C)CC1, CCO, [K+], [OH-], O. Yields the product CC(C)(C)OC(=O)N1CCC(Oc2cc(N3CCCC3)ccc2C(=O)Nc2ccsc2C(=O)O)CC1. RXN SMILES: [C:1]([CH3:2])([CH3:3])([CH3:4])[O:5][C:6](=[O:7])[N:8]1[CH2:9][CH2:10][CH:11]([O:14][c:15]2[c:16]([C:17](=[O:18])[NH:19][c:20]3[c:21]([C:25](=[O:26])[O:27][CH3:28])[s:22][cH:23][cH:24]3)[cH:29][cH:30][c:31]([N:33]3[CH2:34][CH2:35][CH2:36][CH2:37]3)[cH:32]2)[CH2:12][CH2:13]1.[CH3:38][CH2:39][OH:40].[K+:42].[OH-:41].[OH2:43]>>[C:1]([CH3:2])([CH3:3])([CH3:4])[O:5][C:6](=[O:7])[N:8]1[CH2:9][CH2:10][CH:11]([O:14][c:15]2[c:16]([C:17](=[O:18])[NH:19][c:20]3[c:21]([C:25](=[O:26])[OH:27])[s:22][cH:23][cH:24]3)[cH:29][cH:30][c:31]([N:33]3[CH2:34][CH2:35][CH2:36][CH2:37]3)[cH:32]2)[CH2:12][CH2:13]1. Starting materials: CS(=O)(=O)OCCC=1N=C(SC1C)C1=CC(=NC=C1)CC (2-(2-(2-ethylpyridin-4-yl)-5-methylthiazol-4-yl)ethyl methanesulfonate), [N-]=[N+]=[N-].[Na+] (sodium azide), oil. Product: N(=[N+]=[N-])CCC=1N=C(SC1C)C1=CC(=NC=C1)CC (4-(2-Azidoethyl)-2-(2-ethylpyridin-4-yl)-5-methylthiazole). RXN SMILES: CS(O[CH2:6][CH2:7][C:8]1[N:9]=[C:10]([C:14]2[CH:19]=[CH:18][N:17]=[C:16]([CH2:20][CH3:21])[CH:15]=2)[S:11][C:12]=1[CH3:13])(=O)=O.[N-:22]=[N+:23]=[N-:24].[Na+]>>[N:22]([CH2:6][CH2:7][C:8]1[N:9]=[C:10]([C:14]2[CH:19]=[CH:18][N:17]=[C:16]([CH2:20][CH3:21])[CH:15]=2)[S:11][C:12]=1[CH3:13])=[N+:23]=[N-:24] |f:1.2|. Procedure details: The product was obtained starting from 2-(2-(2-ethylpyridin-4-yl)-5-methylthiazol-4-yl)ethyl methanesulfonate (226 mg, 692 μmol) and sodium azide (63.0 mg, 969 μmol) according to the method described in example 46, step 2 as light yellow oil (138 mg, 505 μmol, 72.9%). Starting materials: O=Cc1cccc(Cl)c1Cl, [K+], O=[N+]([O-])[O-], O=S(=O)(O)O. Yields the product O=Cc1c([N+](=O)[O-])ccc(Cl)c1Cl. Reaction SMILES: [Cl:6][c:7]1[c:8]([CH:9]=[O:10])[cH:11][cH:12][cH:13][c:14]1[Cl:15].[K+:1].[O-:2][N+:3]([O-:4])=[O:5].[S:16](=[O:17])(=[O:18])([OH:19])[OH:20]>>[O-:2][N+:3](=[O:5])[c:11]1[c:8]([CH:9]=[O:10])[c:7]([Cl:6])[c:14]([Cl:15])[cH:13][cH:12]1. Reactants: N1(C=NC=C1)C[C@H](C1=CC=CC=C1)OC1=C(C=2CCCC(C2C=C1)=O)CSC=1C=C(C(=O)O)C=CC1 (3-{[(2-{[(1S)-2-(1H-imidazol-1-yl)-1-phenylethyl]oxy}-5-oxo-5,6,7,8-tetrahydro-1-naphthalenyl)methyl]sulfanyl}benzoic acid), C1(CC1)N (cyclopropylamine). The product is C1(CC1)NC(C1=CC(=CC=C1)SCC1=C(C=CC=2C(CCCC12)=O)O[C@H](CN1C=NC=C1)C1=CC=CC=C1)=O (N-Cyclopropyl-3-{[(2-{[(1S)-2-(1H-imidazol-1-yl)-1-phenylethyl]oxy}-5-oxo-5,6,7,8-tetrahydro-1-naphthalenyl)methyl]sulfanyl}benzamide). The yield is 96.7%. Reaction SMILES: [N:1]1([CH2:6][C@@H:7]([O:14][C:15]2[CH:24]=[CH:23][C:22]3[C:21](=[O:25])[CH2:20][CH2:19][CH2:18][C:17]=3[C:16]=2[CH2:26][S:27][C:28]2[CH:29]=[C:30]([CH:34]=[CH:35][CH:36]=2)[C:31]([OH:33])=O)[C:8]2[CH:13]=[CH:12][CH:11]=[CH:10][CH:9]=2)[CH:5]=[CH:4][N:3]=[CH:2]1.[CH:37]1([NH2:40])[CH2:39][CH2:38]1>>[CH:37]1([NH:40][C:31](=[O:33])[C:30]2[CH:34]=[CH:35][CH:36]=[C:28]([S:27][CH2:26][C:16]3[C:17]4[CH2:18][CH2:19][CH2:20][C:21](=[O:25])[C:22]=4[CH:23]=[CH:24][C:15]=3[O:14][C@@H:7]([C:8]3[CH:9]=[CH:10][CH:11]=[CH:12][CH:13]=3)[CH2:6][N:1]3[CH:5]=[CH:4][N:3]=[CH:2]3)[CH:29]=2)[CH2:39][CH2:38]1. Procedure: Using the method in Example 172, 3-{[(2-{[(1S)-2-(1H-imidazol-1-yl)-1-phenylethyl]oxy}-5-oxo-5,6,7,8-tetrahydro-1-naphthalenyl)methyl]sulfanyl}benzoic acid (50 mg, 0.10 mmol, 0.20M in DMF) and cyclopropylamine (17 mg, 0.30 mmol, 0.6M in DMF) were combined to give 52 mg of the desired compound: Low resolution mass spectrum (LC-MS, APCI) m/z 538 [M+H]+. Reactants: CC=1N=CSC1CCO (2-(4-methylthiazol-5-yl)-ethanol), COC1=C(C=CC(=C1)B1OC(C(O1)(C)C)(C)C)O (2-methoxy-4-(4,4,5,5-tetramethyl-[1,3,2]dioxaborolan-2-yl)-phenol), BrC1=CC(=C(C=C1)O)OC (4-bromo-2-methoxyphenol). Yields the product BrC=1SC=C(N1)COC1=C(C=C(C=C1)B1OC(C(O1)(C)C)(C)C)OC (2-bromo-4-{[2-methoxy-4-(4,4,5,5-tetramethyl-1,3,2-dioxaborolan-2-yl)phenoxy]methyl}-1,3-thiazole). Reaction SMILES: [CH3:1][C:2]1[N:3]=[CH:4][S:5][C:6]=1CCO.[CH3:10][O:11][C:12]1[CH:17]=[C:16]([B:18]2[O:22][C:21]([CH3:24])([CH3:23])[C:20]([CH3:26])([CH3:25])[O:19]2)[CH:15]=[CH:14][C:13]=1[OH:27].[Br:28]C1C=CC(O)=C(OC)C=1>>[Br:28][C:4]1[S:5][CH:6]=[C:2]([CH2:1][O:27][C:13]2[CH:14]=[CH:15][C:16]([B:18]3[O:19][C:20]([CH3:26])([CH3:25])[C:21]([CH3:23])([CH3:24])[O:22]3)=[CH:17][C:12]=2[O:11][CH3:10])[N:3]=1. Reported procedure: The title compound was prepared by substituting Example 652A for 2-(4-methylthiazol-5-yl)-ethanol and 2-methoxy-4-(4,4,5,5-tetramethyl-[1,3,2]dioxaborolan-2-yl)-phenol for 4-bromo-2-methoxyphenol, respectively, in Example 630A. MS (ESI) m/e 426 (M+H)+; 1H NMR (300 MHz, DMSO-d.6 □ 7.77 (s, 1H), 7.25 (dd, J=8.1, 1.4 Hz, 1H), 7.15 (d, J=1.4 Hz, 1H), 7.09 (d, J=8.1 Hz, 1H), 5.15 (s, 2H), 3.77 (s, 3H), 1.28 (s, 12H). The reactants are O (water), CS(=O)(=O)OCCCN1CCN(CC1)C1=C(C=CC=C1)OC (3-[4-(2-methoxyphenyl)piperazin-1-yl]propyl methanesulfonate), NC1=C(C(=O)N(C)C)C=CC=C1 (2-amino-N,N-dimethylbenzamide), C([O-])([O-])=O.[K+].[K+] (potassium carbonate). Solvent: C(C)#N (acetonitrile). Yields the product COC1=C(C=CC=C1)N1CCN(CC1)CCCNC1=C(C(=O)N(C)C)C=CC=C1 (2-{3-[4-(2-methoxyphenyl)-piperazin-1-yl]propylamino}-N,N-dimethylbenzamide). The yield is 62.4%. Reaction SMILES: CS(O[CH2:6][CH2:7][CH2:8][N:9]1[CH2:14][CH2:13][N:12]([C:15]2[CH:20]=[CH:19][CH:18]=[CH:17][C:16]=2[O:21][CH3:22])[CH2:11][CH2:10]1)(=O)=O.[NH2:23][C:24]1[CH:34]=[CH:33][CH:32]=[CH:31][C:25]=1[C:26]([N:28]([CH3:30])[CH3:29])=[O:27].C(=O)([O-])[O-].[K+].[K+].O>C(#N)C>[CH3:22][O:21][C:16]1[CH:17]=[CH:18][CH:19]=[CH:20][C:15]=1[N:12]1[CH2:13][CH2:14][N:9]([CH2:8][CH2:7][CH2:6][NH:23][C:24]2[CH:34]=[CH:33][CH:32]=[CH:31][C:25]=2[C:26]([N:28]([CH3:30])[CH3:29])=[O:27])[CH2:10][CH2:11]1 |f:2.3.4|. Reported procedure: A mixture of 3-[4-(2-methoxyphenyl)piperazin-1-yl]propyl methanesulfonate (2 g, 6.06 mmol), 2-amino-N,N-dimethylbenzamide (1 g, 6.06 mmol), prepared as in Example 22, and potassium carbonate (2.1 g, 15 mmol) in 50 mL of acetonitrile was heated at reflux for 30 hours. The mixture was poured into water and extracted with ethyl acetate. The organic phase was dried (K2CO3) and concentrated. The residue was purified on silica gel by flash chromatography eluting with 6% methanol/methylene chloride to ... Starting materials: O1CCCC1 (tetrahydrofuran), C(CN)N (Ethylenediamine), C(C)(C)(C)OC(=O)N1[C@@H](CC1)COC=1C=C(C=NC1)C=1C=C(C=CC1)CCCN1C(C=2C(C1=O)=C(C(=C(C2Cl)Cl)Cl)Cl)=O (N-[3-[3-[5-[[1-(tert-butoxycarbonyl)-2(S)-azetidinyl]methoxy]-3-pyridyl]phenyl]propyl]-3,4,5,6-tetrachlorophthalimide), C(C)O (ethanol). The solvent is C(C)#N (acetonitrile), C(Cl)Cl.CO.CCN(CC)CC (CH2Cl2 MeOH Et3N). Conditions: temperature 60 celsius. The product is C(C)(C)(C)OC(=O)N1[C@@H](CC1)COC=1C=C(C=NC1)C=1C=C(C=CC1)CCCN (3-[3-[5-[[1-(tert-butoxycarbonyl)-2(S)-azetidinyl]methoxy]-3-pyridyl]phenyl]propanamine). Isolated yield 172.5%. As a reaction SMILES: [C:1]([O:5][C:6]([N:8]1[CH2:11][CH2:10][C@H:9]1[CH2:12][O:13][C:14]1[CH:15]=[C:16]([C:20]2[CH:21]=[C:22]([CH2:26][CH2:27][CH2:28][N:29]3C(=O)C4=C(Cl)C(Cl)=C(Cl)C(Cl)=C4C3=O)[CH:23]=[CH:24][CH:25]=2)[CH:17]=[N:18][CH:19]=1)=[O:7])([CH3:4])([CH3:3])[CH3:2].O1CCCC1.C(O)C.C(N)CN>C(#N)C.C(Cl)Cl.CO.CCN(CC)CC>[C:1]([O:5][C:6]([N:8]1[CH2:11][CH2:10][C@H:9]1[CH2:12][O:13][C:14]1[CH:15]=[C:16]([C:20]2[CH:21]=[C:22]([CH2:26][CH2:27][CH2:28][NH2:29])[CH:23]=[CH:24][CH:25]=2)[CH:17]=[N:18][CH:19]=1)=[O:7])([CH3:4])([CH3:3])[CH3:2] |f:5.6.7|. Procedure details: In a 50 mL round-bottom flask with magnetic stirrer, N-[3-[3-[5-[[1-(tert-butoxycarbonyl)-2(S)-azetidinyl]methoxy]-3-pyridyl]phenyl]propyl]-3,4,5,6-tetrachlorophthalimide (347 mg, 522 μmol) was dissolved in acetonitrile (2 mL), tetrahydrofuran (1 mL), and ethanol (1 mL). Ethylenediamine (157 μL, 2.35 mmol, 4.5 equiv.) was added. The flask was equipped with a reflux condenser, three-way stopcock, and Ar balloon, and the atmosphere was exchanged. The mixture was heated in an oil bath at 60° C. for... Reactants: OC(CC#N)CCCCCCCCCCCCCCC (β-hydroxyoctadecanenitrile), TEA, crude compound, N1C=NC=C1 (imidazole), CS(=O)(=O)Cl (methanesulfonyl chloride). Reagents/catalysts: CN(C)C=1C=CN=CC1 (DMAP). Run in C(Cl)Cl (DCM), C(Cl)Cl (DCM). Conditions: time 2 hour. Product: N1(C=NC=C1)C(CCCCCCCCCCCC#N)CCCCC (13-(1H-imidazol-1-yl)octadecanenitrile). Isolated yield 30.9%. Reaction SMILES: O[CH:2]([CH2:6][CH2:7][CH2:8][CH2:9][CH2:10][CH2:11][CH2:12][CH2:13][CH2:14][CH2:15][CH2:16][CH2:17][CH2:18][CH2:19][CH3:20])[CH2:3][C:4]#[N:5].CS(Cl)(=O)=O.[NH:26]1[CH:30]=[CH:29][N:28]=[CH:27]1>CN(C1C=CN=CC=1)C.C(Cl)Cl>[N:26]1([CH:15]([CH2:16][CH2:17][CH2:18][CH2:19][CH3:20])[CH2:14][CH2:13][CH2:12][CH2:11][CH2:10][CH2:9][CH2:8][CH2:7][CH2:6][CH2:2][CH2:3][C:4]#[N:5])[CH:30]=[CH:29][N:28]=[CH:27]1. Procedure: To a stirred solution of β-hydroxyoctadecanenitrile (4.5 g, 15.99 mmol), TEA (2.9 ml, 20.78 mmol) and DMAP (0.19 g, 1.59 mmol) in dry DCM (70 ml) cooled to 0° C., was added methanesulfonyl chloride (1.3 ml, 16.78 mmol) under N2. After allowing the reaction mixture to warm to room temperature, stirring was continued for another 2 hours. The reaction mixture was diluted with DCM (100 ml), the organic layer was washed with 1N HCl, water and brine solution, dried over MgSO4 and concentrated under re...